From a dataset of the Open Reaction Database (ORD), a public repository of structured organic reaction records. describe an organic reaction: reactants, conditions, products, and yield Yields the product CCOC(=O)Cn1c2c(c3cccc(Cl)c31)CC(C(=O)O)CC2. The reactants are CCOC(=O)Cn1c2c(c3cccc(Cl)c31)CC(C(=O)OCc1ccccc1)CC2, CCO. Reaction SMILES: [CH2:1]([c:2]1[cH:3][cH:4][cH:5][cH:6][cH:7]1)[O:8][C:9](=[O:10])[CH:11]1[CH2:12][CH2:13][c:14]2[n:15]([CH2:25][C:26](=[O:27])[O:28][CH2:29][CH3:30])[c:16]3[c:17]([Cl:24])[cH:18][cH:19][cH:20][c:21]3[c:22]2[CH2:23]1.[CH3:31][CH2:32][OH:33]>>[O:8]=[C:9]([OH:10])[CH:11]1[CH2:12][CH2:13][c:14]2[n:15]([CH2:25][C:26](=[O:27])[O:28][CH2:29][CH3:30])[c:16]3[c:17]([Cl:24])[cH:18][cH:19][cH:20][c:21]3[c:22]2[CH2:23]1.